From a dataset of the Open Reaction Database (ORD), a public repository of structured organic reaction records. describe an organic reaction: reactants, conditions, products, and yield Starting materials: O=C(C(=O)O)CCC(=O)O (keto glutaric acid), N (ammonia), [NH4+].C(=O)[O-] (formate ammonium), C(C(=O)C)(=O)O (pyruvic acid). The solvent is O (water), O (water), O (water), O (water). Reaction SMILES: O=[C:2]([CH2:6][CH2:7][C:8]([OH:10])=[O:9])[C:3]([OH:5])=[O:4].[NH4+:11].C([O-])=O.C(O)(=O)C(C)=O.N>O>[NH2:11][C@H:2]([C:3]([OH:5])=[O:4])[CH2:6][CH2:7][C:8]([OH:10])=[O:9] |f:1.2|. Product: N[C@@H](CCC(=O)O)C(=O)O (glutamic acid). Procedure: 0.16 mmol of keto glutaric acid whose R1 is (CH2)2COOH and R2 is H in FIG. 2(a) and 3.2 mmol of formate ammonium were poured into 3 mL of water so as to have the pH 4.5. 0.2 μmol of (η5-tetramethylcyclopentadienyl) rhodium (III)(2,2′-bipyridyl) aqua complex was added to the pyruvic acid aqueous solution, and the resulting mixture was reacted at 80° C. under argon atmosphere for an hour. After completion of the reaction, the resulting product was analyzed by 1H NMR. In isolation of the product, t... The reactants are BrCC1=C(C=C(C=C1)[N+](=O)[O-])CBr (1,2-bis(bromomethyl)-4-nitrobenzene), [N+](=O)([O-])C1=C2CC(NC2=CC=C1)=O (4-Nitro-1,3-dihydro-2H-indol-2-one). Yields the product NC1=C2CC(NC2=CC=C1)=O (4-Amino-1,3-dihydro-2H-indol-2-one). As a reaction SMILES: BrCC1C=CC([N+]([O-])=O)=CC=1CBr.[N+:14]([C:17]1[CH:25]=[CH:24][CH:23]=[C:22]2[C:18]=1[CH2:19][C:20](=[O:26])[NH:21]2)([O-])=O>>[NH2:14][C:17]1[CH:25]=[CH:24][CH:23]=[C:22]2[C:18]=1[CH2:19][C:20](=[O:26])[NH:21]2. Reported procedure: Essentially following the procedures described in Intermediate 4, but using 4-nitro-1,3-dihydro-2H-indol-2-one from Step A in place of 5-nitro-1′-{[2-(trimethylsilyl)ethoxy]methyl}-1,3-dihydrospiro[indene-2,3′-pyrrolo[2,3-b]pyridin]-2′(1′H)-one, the title compound was obtained. MS: m/z=149(M+1).